The task is: describe an organic reaction: reactants, conditions, products, and yield. This data is from the Open Reaction Database (ORD), a public repository of structured organic reaction records. Reactants: Cl.NO (hydroxylamine hydrochloride), OC1=CC=C2C=CC(=NC2=C1C=O)C (7-Hydroxy-2-methylquinoline-8-carbaldehyde), [OH-].[Na+] (NaOH). Solvent: C(C)(=O)O (acetic acid). Reaction conditions: temperature 95 celsius, time 15 minute. Product: OC1=CC=C2C=CC(=NC2=C1C=NO)C (7-Hydroxy-2-methylquinoline-8-carbaldehyde oxime). Isolated yield 82.0%. As a reaction SMILES: Cl.[NH2:2][OH:3].[OH:4][C:5]1[C:14]([CH:15]=O)=[C:13]2[C:8]([CH:9]=[CH:10][C:11]([CH3:17])=[N:12]2)=[CH:7][CH:6]=1.[OH-].[Na+]>C(O)(=O)C>[OH:4][C:5]1[C:14]([CH:15]=[N:2][OH:3])=[C:13]2[C:8]([CH:9]=[CH:10][C:11]([CH3:17])=[N:12]2)=[CH:7][CH:6]=1 |f:0.1,3.4|. Procedure details: Referring to FIG. 19, hydroxylamine hydrochloride (0.106 g, 1.52 mmol) was added to a mixture of 6 (0.200 g, 1.06 mmol) in a solution of NaOH (0.3 in 6 mL water). The reaction was stirred at 95° C. for 15 min followed by the addition of glacial acetic acid until it reached pH 6. The resulting mixture was cooled in an ice bath and vacuum filtered to afford 7 (0.176 g, 0.869 mmol, 82% yield) as a yellow solid, which was carried to the next step without further purification.